Dataset: the Open Reaction Database (ORD), a public repository of structured organic reaction records. Task: describe an organic reaction: reactants, conditions, products, and yield Reactants: C=CCC1(C)CC(c2cc(F)cc(Cl)c2)C(c2ccc(Cl)cc2)N(C(CC)CO[Si](c2ccccc2)(c2ccccc2)C(C)(C)C)C1=O, CCCC[N+](CCCC)(CCCC)CCCC, C1CCOC1, CCOC(C)=O, [F-], O. Yields the product C=CCC1(C)CC(c2cc(F)cc(Cl)c2)C(c2ccc(Cl)cc2)N(C(CC)CO)C1=O. RXN SMILES: [CH2:1]([CH:2]=[CH2:3])[C:4]1([CH3:48])[C:5](=[O:47])[N:6]([CH:25]([CH2:26][O:27][Si:28]([C:29]([CH3:30])([CH3:31])[CH3:32])([c:33]2[cH:34][cH:35][cH:36][cH:37][cH:38]2)[c:39]2[cH:40][cH:41][cH:42][cH:43][cH:44]2)[CH2:45][CH3:46])[CH:7]([c:18]2[cH:19][cH:20][c:21]([Cl:24])[cH:22][cH:23]2)[CH:8]([c:10]2[cH:11][c:12]([Cl:17])[cH:13][c:14]([F:16])[cH:15]2)[CH2:9]1.[CH2:50]([N+:51]([CH2:52][CH2:53][CH2:54][CH3:55])([CH2:56][CH2:57][CH2:58][CH3:59])[CH2:60][CH2:61][CH2:62][CH3:63])[CH2:64][CH2:65][CH3:66].[CH2:67]1[O:68][CH2:69][CH2:70][CH2:71]1.[CH3:73][CH2:74][O:75][C:76]([CH3:77])=[O:78].[F-:49].[OH2:72]>>[CH2:1]([CH:2]=[CH2:3])[C:4]1([CH3:48])[C:5](=[O:47])[N:6]([CH:25]([CH2:26][OH:27])[CH2:45][CH3:46])[CH:7]([c:18]2[cH:19][cH:20][c:21]([Cl:24])[cH:22][cH:23]2)[CH:8]([c:10]2[cH:11][c:12]([Cl:17])[cH:13][c:14]([F:16])[cH:15]2)[CH2:9]1.